describe an organic reaction: reactants, conditions, products, and yield From a dataset of the Open Reaction Database (ORD), a public repository of structured organic reaction records. The reactants are B(Cl)(Cl)Cl (boron trichloride), CC1=CC(=O)C2=C(C=C3C(=C2OC)C=CO3)O1 (visnagin), O (water). Run in ClCCl (dichloromethane). Run at temperature -78 celsius, time 15 minute. Yields the product OC1=C2C(C=C(OC2=CC2=C1C=CO2)C)=O (4-Hydroxy-7-methyl-furo[3,2-g]chromen-5-one). Yield: 82.1%. Reaction SMILES: [CH3:1][C:2]1[O:17][C:7]2[CH:8]=[C:9]3[O:16][CH:15]=[CH:14][C:10]3=[C:11]([O:12]C)[C:6]=2[C:4](=[O:5])[CH:3]=1.B(Cl)(Cl)Cl.O>ClCCl>[OH:12][C:11]1[C:10]2[CH:14]=[CH:15][O:16][C:9]=2[CH:8]=[C:7]2[C:6]=1[C:4](=[O:5])[CH:3]=[C:2]([CH3:1])[O:17]2. Reported procedure: To a suspension of visnagin (920 mg, 4.0 mmol) in dichloromethane (20 mL) at −78° C. was added a solution of boron trichloride (1.0 M, 4.0 mL, 4.0 mmol) and the reaction mixture was stirred at −78° C. for 15 min then rt for 16 h. The reaction mixture was cooled to 0° C. and water (25 mL) was added slowly at first. The organics were concentrated in vacuo and the resulting suspension was diluted with 5% citric acid (150 mL) and heated at 60° C. for 1 h. The suspension was filtered, washing with wa... The reactants are COC(=O)C1C(C(NC2=C(C1)C=CC=C2)=O)=O (2,3,4,5-tetrahydro-1-benzazepine-2,3-dione-4-carboxylic acid methyl ester), BrC1=CC=C(N)C=C1 (4-bromoaniline). Run in C=1(C(=CC=CC1)C)C (xylene). The product is BrC1=CC=C(C=C1)NC(=O)C1C(C(NC2=C(C1)C=CC=C2)=O)=O (4-(4-bromophenylcarbamoyl)-2,3,4,5-tetrahydro-1-benzazepine-2,3-dione). As a reaction SMILES: CO[C:3]([CH:5]1[CH2:11][C:10]2[CH:12]=[CH:13][CH:14]=[CH:15][C:9]=2[NH:8][C:7](=[O:16])[C:6]1=[O:17])=[O:4].[Br:18][C:19]1[CH:25]=[CH:24][C:22]([NH2:23])=[CH:21][CH:20]=1>C1(C)C(C)=CC=CC=1>[Br:18][C:19]1[CH:25]=[CH:24][C:22]([NH:23][C:3]([CH:5]2[CH2:11][C:10]3[CH:12]=[CH:13][CH:14]=[CH:15][C:9]=3[NH:8][C:7](=[O:16])[C:6]2=[O:17])=[O:4])=[CH:21][CH:20]=1. Procedure details: To the boiling suspension of 4.0 g of 2,3,4,5-tetrahydro-1-benzazepine-2,3-dione-4-carboxylic acid methyl ester in 130 ml of xylene, 3.85 g of 4-bromoaniline are added while stirring and the mixture refluxed for 6 hours under nitrogen. It is cooled to room temperature, filtered and the residue recrystallized from acetonitrile-acetic acid, to yield the 4-(4-bromophenylcarbamoyl)-2,3,4,5-tetrahydro-1-benzazepine-2,3-dione melting at 226°-228°. Starting materials: [Li]CCCC, C1CCOC1, C=CCOC(=O)N1CCC(C(=O)OCC)=CC1C, CCCCCC, CCOC(C)=O, ClCBr, O=P([O-])([O-])[O-]. The product is C=CCOC(=O)N1CCC(C(=O)CCl)=CC1C. Reaction SMILES: [CH2:22]([Li:23])[CH2:24][CH2:25][CH3:26].[CH2:38]1[O:39][CH2:40][CH2:41][CH2:42]1.[CH3:1][CH:2]1[CH:3]=[C:4]([C:14]([O:16][CH2:15][CH3:17])=[O:18])[CH2:5][CH2:6][N:7]1[C:8](=[O:9])[O:10][CH2:11][CH:12]=[CH2:13].[CH3:27][CH2:28][CH2:29][CH2:30][CH2:31][CH3:32].[CH3:43][CH2:44][O:45][C:46](=[O:47])[CH3:48].[Cl:19][CH2:20][Br:21].[O-:33][P:34](=[O:35])([O-:36])[O-:37]>>[CH3:1][CH:2]1[CH:3]=[C:4]([C:14](=[O:16])[CH2:20][Cl:19])[CH2:5][CH2:6][N:7]1[C:8](=[O:9])[O:10][CH2:11][CH:12]=[CH2:13]. Conditions: temperature 80 celsius. Procedure details: 5-[2-(3,6-Dimethyl-5,6,7,8-tetrahydro-1,6,9-triaza-fluoren-9-yl)-1-hydroxy-ethyl]-pyridine-2-carbonitrile (600 mg, 1.729 mmol) was dissolved in tert-butanol (12 mL), crushed potassium hydroxide (290 mg, 5.187 mmol) was added, and the mixture heated at 80° C. for 1 h. The reaction was monitored by TLC & LCMS. The reaction mixture was allowed to cool to RT, the solvent was removed under vacuum, and the residue was diluted with water (20 ml) and extracted with EtOAc (2×75 mL). The combined organic ... Run in C(C)(C)(C)O (tert-butanol). As a reaction SMILES: [CH3:1][C:2]1[CH:3]=[N:4][C:5]2[N:6]([CH2:16][CH:17]([C:19]3[CH:20]=[CH:21][C:22]([C:25]#[N:26])=[N:23][CH:24]=3)[OH:18])[C:7]3[CH2:8][CH2:9][N:10]([CH3:15])[CH2:11][C:12]=3[C:13]=2[CH:14]=1.[OH-:27].[K+]>C(O)(C)(C)C>[CH3:1][C:2]1[CH:3]=[N:4][C:5]2[N:6]([CH2:16][CH:17]([C:19]3[CH:20]=[CH:21][C:22]([C:25]([NH2:26])=[O:27])=[N:23][CH:24]=3)[OH:18])[C:7]3[CH2:8][CH2:9][N:10]([CH3:15])[CH2:11][C:12]=3[C:13]=2[CH:14]=1 |f:1.2|. Starting materials: CC=1C=NC=2N(C=3CCN(CC3C2C1)C)CC(O)C=1C=CC(=NC1)C#N (5-[2-(3,6-Dimethyl-5,6,7,8-tetrahydro-1,6,9-triaza-fluoren-9-yl)-1-hydroxy-ethyl]-pyridine-2-carbonitrile), [OH-].[K+] (potassium hydroxide). The yield is 15.8%. Product: CC=1C=NC=2N(C=3CCN(CC3C2C1)C)CC(O)C=1C=CC(=NC1)C(=O)N (5-[2-(3,6-dimethyl-5,6,7,8-tetrahydro-1,6,9-triaza-fluoren-9-yl)-1-hydroxy-ethyl]-pyridine-2-carboxylic acid amide). Starting materials: ClC1=C(C=CC(=C1)Cl)C(CN1C=NC=C1)O (1-(2,4-dichlorophenyl)-2-(1-imidazolyl)ethanol), [OH-].[Na+] (sodium hydroxide), C(C)(C)O (isopropanol), ClC=1SC=CC1CBr (2-chloro-3-bromomethylthiophene). Run in C1CCCCC1 (cyclohexane). Yields the product C1=CC(=C(C=C1Cl)Cl)C(CN2C=CN=C2)OCC=3C=CSC3Cl (tioconazole), [Br-].[Na+] (sodium bromide). RXN SMILES: [Cl:1][C:2]1[CH:7]=[C:6]([Cl:8])[CH:5]=[CH:4][C:3]=1[CH:9]([OH:16])[CH2:10][N:11]1[CH:15]=[CH:14][N:13]=[CH:12]1.[OH-].[Na+:18].C(O)(C)C.[Cl:23][C:24]1[S:25][CH:26]=[CH:27][C:28]=1[CH2:29][Br:30]>C1CCCCC1>[CH:5]1[C:6]([Cl:8])=[CH:7][C:2]([Cl:1])=[C:3]([CH:9]([O:16][CH2:29][C:28]2[CH:27]=[CH:26][S:25][C:24]=2[Cl:23])[CH2:10][N:11]2[CH:12]=[N:13][CH:14]=[CH:15]2)[CH:4]=1.[Br-:30].[Na+:18] |f:1.2,7.8|. Procedure details: (Step B) A second reactor was charged with about 1-(2,4-dichlorophenyl)-2-(1-imidazolyl)ethanol (about 102.9 g), sodium hydroxide pellets (about 15.7 g) and isopropanol (about 384.1 g). The contents were stirred and refluxed for about three hours. After cooling to room temperature, the cyclohexane solution of 2-chloro-3-bromomethylthiophene of step A was added to the reactor and the contents stirred overnight yielding a solution of crude tioconazole and solid sodium bromide. Water (about 75.7 g)... Reactants: BrCC(=O)C1(CCC1)C1=CC=C(C=C1)Cl (2-bromo-1-[1-(4-chlorophenyl)cyclobutyl]ethanone), N1=C(NCCC1)S (3,4,5,6-tetrahydropyrimidine-2-thiol). Run in CC(=O)C (acetone), CC(=O)C (acetone). Product: Br.ClC1=CC=C(C=C1)C1(CCC1)C(CSC1=NCCCN1)=O (1-[1-(4-chlorophenyl)cyclobutyl]-2-(3,4,5,6-tetrahydropyrimidin-2-ylthio)ethanone hydrobromide). The yield is 86.0%. RXN SMILES: [Br:1][CH2:2][C:3]([C:5]1([C:9]2[CH:14]=[CH:13][C:12]([Cl:15])=[CH:11][CH:10]=2)[CH2:8][CH2:7][CH2:6]1)=[O:4].[N:16]1[CH2:21][CH2:20][CH2:19][NH:18][C:17]=1[SH:22]>CC(C)=O>[BrH:1].[Cl:15][C:12]1[CH:13]=[CH:14][C:9]([C:5]2([C:3](=[O:4])[CH2:2][S:22][C:17]3[NH:18][CH2:19][CH2:20][CH2:21][N:16]=3)[CH2:8][CH2:7][CH2:6]2)=[CH:10][CH:11]=1 |f:3.4|. Reported procedure: A solution of 2-bromo-1-[1-(4-chlorophenyl)cyclobutyl]ethanone (2.9 g) in acetone (25 ml) was added to a solution of 3,4,5,6-tetrahydropyrimidine-2-thiol (1.2 g) in acetone (150 ml), then the mixture was heated under reflux for 1 hour, and allowed to cool to ambient temperature. The resulting solid was collected by filtration and dried in vacuo at ambient temperature to give 1-[1-(4-chlorophenyl)cyclobutyl]-2-(3,4,5,6-tetrahydropyrimidin-2-ylthio)ethanone hydrobromide as a white solid (3.5 g), m...